Dataset: the Open Reaction Database (ORD), a public repository of structured organic reaction records. Task: describe an organic reaction: reactants, conditions, products, and yield Reactants: C#CCO, CCNCC, O=C(c1ccccc1F)c1cc(Cl)ccc1I, [I-]. Yields the product O=C(c1ccccc1F)c1cc(Cl)ccc1C#CCO. Reaction SMILES: [CH2:19]([C:20]#[CH:21])[OH:22].[CH2:23]([NH:24][CH2:25][CH3:26])[CH3:27].[Cl:2][c:3]1[cH:4][cH:5][c:6]([I:18])[c:7]([C:8](=[O:9])[c:10]2[c:11]([F:16])[cH:12][cH:13][cH:14][cH:15]2)[cH:17]1.[I-:1]>>[Cl:2][c:3]1[cH:4][cH:5][c:6]([C:21]#[C:20][CH2:19][OH:22])[c:7]([C:8](=[O:9])[c:10]2[c:11]([F:16])[cH:12][cH:13][cH:14][cH:15]2)[cH:17]1. The reactants are ClC1=NC=CC2=C1N=C(N=C2)SC (8-chloro-2-(methylthio)pyrido[3,4-d]pyrimidine), CC1(COCC1)CN ((3-methyltetrahydrofuran-3-yl)methanamine). The product is CC1(COCC1)CNC1=NC=CC2=C1N=C(N=C2)SC (N-((3-methyltetrahydrofuran-3-yl)methyl)-2-(methylthio)pyrido[3,4-d]pyrimidin-8-amine). RXN SMILES: Cl[C:2]1[C:7]2[N:8]=[C:9]([S:12][CH3:13])[N:10]=[CH:11][C:6]=2[CH:5]=[CH:4][N:3]=1.[CH3:14][C:15]1([CH2:20][NH2:21])[CH2:19][CH2:18][O:17][CH2:16]1>>[CH3:14][C:15]1([CH2:20][NH:21][C:2]2[C:7]3[N:8]=[C:9]([S:12][CH3:13])[N:10]=[CH:11][C:6]=3[CH:5]=[CH:4][N:3]=2)[CH2:19][CH2:18][O:17][CH2:16]1. Procedure: The title compound was prepared according to the method described for Preparation 175 using of 8-chloro-2-(methylthio)pyrido[3,4-d]pyrimidine (Preparation 33) and (3-methyltetrahydrofuran-3-yl)methanamine at 130° C. Starting materials: CC(C)(C)OC(=O)N1CCC(C=O)CC1, C1CCOC1, [Li]CCCC, CCC(=O)CC, CC(C)NC(C)C. Product: CCC(=O)C(C)C(O)C1CCN(C(=O)OC(C)(C)C)CC1. Reaction SMILES: [C:19]([CH3:20])([CH3:21])([CH3:22])[O:23][C:24](=[O:25])[N:26]1[CH2:27][CH2:28][CH:29]([CH:32]=[O:33])[CH2:30][CH2:31]1.[CH2:34]1[O:35][CH2:36][CH2:37][CH2:38]1.[CH2:8]([Li:9])[CH2:10][CH2:11][CH3:12].[CH3:13][CH2:14][C:15]([CH2:16][CH3:17])=[O:18].[CH:1]([NH:2][CH:3]([CH3:4])[CH3:5])([CH3:6])[CH3:7]>>[CH3:13][CH:14]([C:15]([CH2:16][CH3:17])=[O:18])[CH:32]([CH:29]1[CH2:28][CH2:27][N:26]([C:24]([O:23][C:19]([CH3:20])([CH3:21])[CH3:22])=[O:25])[CH2:31][CH2:30]1)[OH:33]. The reactants are C1(=CC=C(C=C1)S(=O)(=O)O)C (para-toluenesulphonic acid), OC1(CC(CCC1C1=C(C=CC=C1)OC)=O)C(=O)O (1-hydroxy-6-(2-methoxyphenyl)-3-oxocyclohexane-1-carboxylic acid). Solvent: C1(=CC=CC=C1)C (toluene). The product is COC1=C(C=CC=C1)C1CCC(C=C1C(=O)O)=O ((RS)-6-(2-methoxyphenyl)-3-oxocyclohexene-1-carboxylic acid). The yield is 78.0%. RXN SMILES: O[C:2]1([C:17]([OH:19])=[O:18])[CH:7]([C:8]2[CH:13]=[CH:12][CH:11]=[CH:10][C:9]=2[O:14][CH3:15])[CH2:6][CH2:5][C:4](=[O:16])[CH2:3]1.C1(C)C=CC(S(O)(=O)=O)=CC=1>C1(C)C=CC=CC=1>[CH3:15][O:14][C:9]1[CH:10]=[CH:11][CH:12]=[CH:13][C:8]=1[CH:7]1[C:2]([C:17]([OH:19])=[O:18])=[CH:3][C:4](=[O:16])[CH2:5][CH2:6]1. Procedure details: 396.7 g (1.5 mol) of 1-hydroxy-6-(2-methoxyphenyl)-3-oxocyclohexane-1-carboxylic acid were heated at reflux for two hours in 13.3 dm3 of toluene in the presence of 39.7 g of para-toluenesulphonic acid. The reaction mixture was subsequently concentrated under reduced pressure and the precipitate formed was filtered off, washed with isopropyl ether and then dried at 50° C. 288 g (78%) of (RS)-6-(2-methoxyphenyl)-3-oxocyclohexene-1-carboxylic acid were thus obtained in the form of a brown solid, th... Starting materials: Br (Hydrogen bromide), C1(=CC=CC=C1)C1=NC(=CC=C1)C1=CC=CC=C1 (2,6-diphenylpyridine), Br (hydrogen bromide). The solvent is C1(=CC=CC=C1)C (toluene). Yields the product Br.C1(=CC=CC=C1)C1=NC(=CC=C1)C1=CC=CC=C1 (2,6-diphenylpyridine hydrobromide). As a reaction SMILES: [BrH:1].[C:2]1([C:8]2[CH:13]=[CH:12][CH:11]=[C:10]([C:14]3[CH:19]=[CH:18][CH:17]=[CH:16][CH:15]=3)[N:9]=2)[CH:7]=[CH:6][CH:5]=[CH:4][CH:3]=1>C1(C)C=CC=CC=1>[BrH:1].[C:14]1([C:10]2[CH:11]=[CH:12][CH:13]=[C:8]([C:2]3[CH:7]=[CH:6][CH:5]=[CH:4][CH:3]=3)[N:9]=2)[CH:15]=[CH:16][CH:17]=[CH:18][CH:19]=1 |f:3.4|. Procedure: Hydrogen bromide gas is introduced into a solution of 30 g (0.130 mole) of 2,6-diphenylpyridine in 150 ml of toluene. The solid which forms is isolated by vacuum filtration. The filtrate is retreated with hydrogen bromide until no more solid is formed. The solid is then dried in vacuo. The product has a melting point of 161° C.-162° C. Reactants: O=C([O-])[O-], CN(C)C=O, FC(F)Cl, [K+], [K+], O, CCOC(=O)c1cn[nH]c1. The product is CCOC(=O)c1cnn(C(F)F)c1. RXN SMILES: [C:1](=[O:2])([O-:3])[O-:4].[CH3:22][N:23]([CH3:24])[CH:25]=[O:26].[Cl:17][CH:18]([F:19])[F:20].[K+:5].[K+:6].[OH2:21].[nH:7]1[n:8][cH:9][c:10]([C:12](=[O:13])[O:14][CH2:15][CH3:16])[cH:11]1>>[n:7]1([CH:18]([F:19])[F:20])[n:8][cH:9][c:10]([C:12](=[O:13])[O:14][CH2:15][CH3:16])[cH:11]1. Reactants: CCOC(=O)c1cc(OC(C)=O)c2cc(C)oc2c1, O=C([O-])[O-], CCO, ClCCl, [K+], [K+]. The product is CCOC(=O)c1cc(O)c2cc(C)oc2c1. RXN SMILES: [C:1](=[O:2])([CH3:3])[O:4][c:5]1[cH:6][c:7]([C:15](=[O:16])[O:17][CH2:18][CH3:19])[cH:8][c:9]2[c:10]1[cH:11][c:12]([CH3:14])[o:13]2.[C:20](=[O:21])([O-:22])[O-:23].[CH3:26][CH2:27][OH:28].[Cl:29][CH2:30][Cl:31].[K+:24].[K+:25]>>[OH:4][c:5]1[cH:6][c:7]([C:15](=[O:16])[O:17][CH2:18][CH3:19])[cH:8][c:9]2[c:10]1[cH:11][c:12]([CH3:14])[o:13]2.